Dataset: the Open Reaction Database (ORD), a public repository of structured organic reaction records. Task: describe an organic reaction: reactants, conditions, products, and yield The reactants are C1(=CC=CC=C1)P(=O)(C1=CC=CC=C1)N=[N+]=[N-] (Diphenylphosphoryl azide), N12NCCCCC2=CCCC1 (diazabicyclo-[5.4.0]-undec-7-ene), ClC=1C=C(C=C(C1)Cl)C1(CC(=NO1)C1=CC(=C(S1)C(C)O)C)C(F)(F)F (1-{5-[5-(3,5-dichloro-phenyl)-5-trifluoromethyl-4,5-dihydro-isoxazol-3-yl]-3-methyl-thiophen-2-yl}-ethanol). Run in C1(=CC=CC=C1)C (toluene). Reaction conditions: time 19 hour. Yields the product N(=[N+]=[N-])C(C)C1=C(C=C(S1)C1=NOC(C1)(C(F)(F)F)C1=CC(=CC(=C1)Cl)Cl)C (3-[5-(1-azido-ethyl)-4-methyl-thiophen-2-yl]-5-(3,5-dichloro-phenyl)-5-trifluoromethyl-4,5-dihydro-isoxazole). Reaction SMILES: C1(P([N:15]=[N+:16]=[N-:17])(C2C=CC=CC=2)=O)C=CC=CC=1.N12CCCC=C1CCCCN2.[Cl:29][C:30]1[CH:31]=[C:32]([C:37]2([C:51]([F:54])([F:53])[F:52])[O:41][N:40]=[C:39]([C:42]3[S:46][C:45]([CH:47](O)[CH3:48])=[C:44]([CH3:50])[CH:43]=3)[CH2:38]2)[CH:33]=[C:34]([Cl:36])[CH:35]=1>C1(C)C=CC=CC=1>[N:15]([CH:47]([C:45]1[S:46][C:42]([C:39]2[CH2:38][C:37]([C:32]3[CH:31]=[C:30]([Cl:29])[CH:35]=[C:34]([Cl:36])[CH:33]=3)([C:51]([F:54])([F:53])[F:52])[O:41][N:40]=2)=[CH:43][C:44]=1[CH3:50])[CH3:48])=[N+:16]=[N-:17]. Reported procedure: Diphenylphosphoryl azide (0.53 ml) and diazabicyclo-[5.4.0]-undec-7-ene (DBU, 0.40 ml) is added to a solution of 1-{5-[5-(3,5-dichloro-phenyl)-5-trifluoromethyl-4,5-dihydro-isoxazol-3-yl]-3-methyl-thiophen-2-yl}-ethanol (0.87 g) in toluene (9 ml). After 19 hours at room temperature, the reaction is quenched with a saturated aqueous solution of NH4Cl in water. The reaction mixture is extracted three times with ethyl acetate. The organic phases are combined, dried over MgSO4 and concentrated in va... Starting materials: O1CCCC1 (tetrahydrofuran), Cl.NC1=NC(=NC2=CC(=C(C=C12)OC)OC)N1CCNCC1 (4-amino-6,7-dimethoxy-2-(1-piperazinyl)quinazoline hydrochloride), C(CC=CCC)(=O)Cl (3-hexenoyl chloride). Run in C(C)N(CC)CC (triethylamine). Conditions: time 20 minute. Yields the product NC1=NC(=NC2=CC(=C(C=C12)OC)OC)N1CCN(CC1)C(CC=CCC)=O (4-Amino-2-[4-(3-hexenoyl)-1-piperazinyl]-6,7-dimethoxyquinazoline). The yield is 47.3%. Reaction SMILES: O1CCCC1.Cl.[NH2:7][C:8]1[C:17]2[C:12](=[CH:13][C:14]([O:20][CH3:21])=[C:15]([O:18][CH3:19])[CH:16]=2)[N:11]=[C:10]([N:22]2[CH2:27][CH2:26][NH:25][CH2:24][CH2:23]2)[N:9]=1.[C:28](Cl)(=[O:34])[CH2:29][CH:30]=[CH:31][CH2:32][CH3:33]>C(N(CC)CC)C>[NH2:7][C:8]1[C:17]2[C:12](=[CH:13][C:14]([O:20][CH3:21])=[C:15]([O:18][CH3:19])[CH:16]=2)[N:11]=[C:10]([N:22]2[CH2:27][CH2:26][N:25]([C:28](=[O:34])[CH2:29][CH:30]=[CH:31][CH2:32][CH3:33])[CH2:24][CH2:23]2)[N:9]=1 |f:1.2|. Procedure: To 20 ml of tetrahydrofuran were added 2.4 g of 4-amino-6,7-dimethoxy-2-(1-piperazinyl)quinazoline hydrochloride and 2.6 g of triethylamine, after which the mixture was stirred for 20 minutes. There was then added 0.8 g of 3-hexenoyl chloride, after which the mixture was stirred at room temperature for 15 hours. The resulting crystals were collected by filtration, washed with water and recrystallized from ethanol, to give 1.10 g of the desired Compound No. 7 in the form of pale yellow powdery cr...